This data is from the Open Reaction Database (ORD), a public repository of structured organic reaction records. The task is: describe an organic reaction: reactants, conditions, products, and yield Reactants: [Li+].[OH-] (LiOH), C(C)(=O)OC(CCCCCCCCCCCC)C1=CC(OC1(C)O)=O (4-(1-acetoxytridecyl)-5-hydroxy-5-methyl-2-furanone), C(C)(=O)O (acetic acid). The solvent is C1CCOC1 (THF). Run at time 3 hour. Product: OC(CCCCCCCCCCCC)C1=CC(OC1(C)O)=O (4-(1-Hydroxytridecyl)-5-hydroxy-5-methyl-2-furanone). RXN SMILES: [Li+].[OH-].C([O:6][CH:7]([C:20]1[C:24]([OH:26])([CH3:25])[O:23][C:22](=[O:27])[CH:21]=1)[CH2:8][CH2:9][CH2:10][CH2:11][CH2:12][CH2:13][CH2:14][CH2:15][CH2:16][CH2:17][CH2:18][CH3:19])(=O)C.C(O)(=O)C>C1COCC1>[OH:6][CH:7]([C:20]1[C:24]([OH:26])([CH3:25])[O:23][C:22](=[O:27])[CH:21]=1)[CH2:8][CH2:9][CH2:10][CH2:11][CH2:12][CH2:13][CH2:14][CH2:15][CH2:16][CH2:17][CH2:18][CH3:19] |f:0.1|. Procedure details: LiOH (0.5M, 22.6 mL, 11.32 mmol) was added to a solution of 4-(1-acetoxytridecyl)-5-hydroxy-5-methyl-2-furanone (1.00 g, 2.83 mmol) in THF (15 mL). After stirring for 3 hours at room temperature the reaction was quenched with glacial acetic acid (680 mg, 11.3 mmol) and extracted with ethylacetate. The combined organic fractions were washed with a saturated solution of aqueous sodium bicarbonate, H2O and brine. Evaporation of the dried (magnesium sulfate) extracts gave an oil which was purified b... Starting materials: O=C(Cl)c1ccccc1Br, CCCCCN1C(=O)C(C)(C)c2cc3[nH]c(N)nc3cc21. The product is CCCCCN1C(=O)C(C)(C)c2cc3[nH]c(NC(=O)c4ccccc4Br)nc3cc21. RXN SMILES: [Br:22][c:23]1[c:24]([C:25](=[O:26])[Cl:27])[cH:28][cH:29][cH:30][cH:31]1.[NH2:1][c:2]1[n:3][c:4]2[c:5]([cH:6][c:7]3[c:11]([cH:12]2)[N:10]([CH2:13][CH2:14][CH2:15][CH2:16][CH3:17])[C:9](=[O:18])[C:8]3([CH3:19])[CH3:20])[nH:21]1>>[NH:1]([c:2]1[n:3][c:4]2[c:5]([cH:6][c:7]3[c:11]([cH:12]2)[N:10]([CH2:13][CH2:14][CH2:15][CH2:16][CH3:17])[C:9](=[O:18])[C:8]3([CH3:19])[CH3:20])[nH:21]1)[C:25]([c:24]1[c:23]([Br:22])[cH:31][cH:30][cH:29][cH:28]1)=[O:26]. Starting materials: [BH4-].[Na+] (sodium borohydride), S(O)(O)(=O)=O (sulphuric acid), CC1=CC=C(C=C1)C=1C=CC=C2CC(C(C12)=O)CC1CCCCC1 (7-(4′-Methylphenyl)-2-cyclohexylmethyl-indan-1-one), CO (methanol). The solvent is C1(=CC=CC=C1)C (toluene), O (water). Reaction conditions: temperature 50 celsius, time 8 hour. The product is CC1=CC=C(C=C1)C=1C=CC=C2C=C(CC12)CC1CCCCC1 (7-(4′-Methylphenyl)-2-cyclohexylmethyl-1H-indene). Isolated yield 100.2%. Reaction SMILES: [CH3:1][C:2]1[CH:7]=[CH:6][C:5]([C:8]2[CH:9]=[CH:10][CH:11]=[C:12]3[C:16]=2[C:15](=O)[CH:14]([CH2:18][CH:19]2[CH2:24][CH2:23][CH2:22][CH2:21][CH2:20]2)[CH2:13]3)=[CH:4][CH:3]=1.[BH4-].[Na+].CO.S(=O)(=O)(O)O>C1(C)C=CC=CC=1.O>[CH3:1][C:2]1[CH:3]=[CH:4][C:5]([C:8]2[CH:9]=[CH:10][CH:11]=[C:12]3[C:16]=2[CH2:15][C:14]([CH2:18][CH:19]2[CH2:24][CH2:23][CH2:22][CH2:21][CH2:20]2)=[CH:13]3)=[CH:6][CH:7]=1 |f:1.2|. Procedure details: 30.5 g (95.7 mmole) 7-(4′-Methylphenyl)-2-cyclohexylmethyl-indan-1-one were dissolved in 89 ml toluene in a 500 ml—roundbottom flask equipped with a reflux condenser. 3.62 g (1.0 eq.) sodium borohydride were added. Then 17.9 ml (4.35 eq.) methanol were added at 50° C. and the mixture was stirred for 8 h at 50° C. 2M sulphuric acid was added until the gas evolution ceased. After addition of 100 ml water the layers were separated and the organic layer was washed two times with 2M sulphuric acid an... Reaction SMILES: [C:1](=[O:2])([CH3:3])[S:4][CH:5]1[CH2:6][CH:7]([CH2:23][N:24]2[C:25](=[O:29])[NH:26][CH2:27][CH2:28]2)[N:8]([C:10](=[O:11])[O:12][CH2:13][c:14]2[cH:15][cH:16][c:17]([N+:20](=[O:21])[O-:22])[cH:18][cH:19]2)[CH2:9]1.[CH3:30][O-:31].[CH3:33][C:34](=[O:35])[OH:36].[CH3:37][OH:38].[Na+:32]>>[SH:4][CH:5]1[CH2:6][CH:7]([CH2:23][N:24]2[C:25](=[O:29])[NH:26][CH2:27][CH2:28]2)[N:8]([C:10](=[O:11])[O:12][CH2:13][c:14]2[cH:15][cH:16][c:17]([N+:20](=[O:21])[O-:22])[cH:18][cH:19]2)[CH2:9]1. Starting materials: CC(=O)SC1CC(CN2CCNC2=O)N(C(=O)OCc2ccc([N+](=O)[O-])cc2)C1, C[O-], CC(=O)O, CO, [Na+]. The product is O=C1NCCN1CC1CC(S)CN1C(=O)OCc1ccc([N+](=O)[O-])cc1. Starting materials: [Br-], COc1ccc(-c2c(C=O)c(OCc3ccccc3)nn2C(C)C)cc1, COc1ccc([Mg+])cc1, C1CCOC1, O. Yields the product COc1ccc(-c2c(C(O)c3ccc(OC)cc3)c(OCc3ccccc3)nn2C(C)C)cc1. As a reaction SMILES: [Br-:27].[CH2:1]([c:2]1[cH:3][cH:4][cH:5][cH:6][cH:7]1)[O:8][c:9]1[n:10][n:11]([CH:24]([CH3:25])[CH3:26])[c:12](-[c:16]2[cH:17][cH:18][c:19]([O:22][CH3:23])[cH:20][cH:21]2)[c:13]1[CH:14]=[O:15].[CH3:28][O:29][c:30]1[cH:31][cH:32][c:33]([Mg+:36])[cH:34][cH:35]1.[O:38]1[CH2:39][CH2:40][CH2:41][CH2:42]1.[OH2:37]>>[CH2:1]([c:2]1[cH:3][cH:4][cH:5][cH:6][cH:7]1)[O:8][c:9]1[n:10][n:11]([CH:24]([CH3:25])[CH3:26])[c:12](-[c:16]2[cH:17][cH:18][c:19]([O:22][CH3:23])[cH:20][cH:21]2)[c:13]1[CH:14]([OH:15])[c:33]1[cH:32][cH:31][c:30]([O:29][CH3:28])[cH:35][cH:34]1. Starting materials: NC1=C(C=CC(=C1)Cl)O (2-amino-4-chlorophenol), ClC1=CC=C(C=C1)C1=CC=C(O1)C=O (5-(4-chlorophenyl)furan-2-carbaldehyde). Product: ClC1=CC(=C(C=C1)O)N=CC=1OC(=CC1)C1=CC=C(C=C1)Cl (4-chloro-2-{[5-(4-chlorophenyl)furan-2-yl]methyleneamino}phenol), powder. Yield: 95.0%. RXN SMILES: [NH2:1][C:2]1[CH:7]=[C:6]([Cl:8])[CH:5]=[CH:4][C:3]=1[OH:9].[Cl:10][C:11]1[CH:16]=[CH:15][C:14]([C:17]2[O:21][C:20]([CH:22]=O)=[CH:19][CH:18]=2)=[CH:13][CH:12]=1>>[Cl:8][C:6]1[CH:5]=[CH:4][C:3]([OH:9])=[C:2]([N:1]=[CH:22][C:20]2[O:21][C:17]([C:14]3[CH:15]=[CH:16][C:11]([Cl:10])=[CH:12][CH:13]=3)=[CH:18][CH:19]=2)[CH:7]=1. Procedure details: Using 2-amino-4-chlorophenol and 5-(4-chlorophenyl)furan-2-carbaldehyde, 3.18 g of 4-chloro-2-{[5-(4-chlorophenyl)furan-2-yl]methyleneamino}phenol were obtained as a yellow powder (yield 95%). Reactants: CN(C)P(=O)(N(C)C)N(C)C, CC(=O)O, COC1(C)Oc2cccc(O)c2O1, ClCc1ccccc1, [H-], [H][H], [Na+]. The product is COC1(C)Oc2cccc(OCc3ccccc3)c2O1. Reaction SMILES: [CH3:26][N:27]([P:28]([N:29]([CH3:30])[CH3:31])([N:32]([CH3:33])[CH3:34])=[O:35])[CH3:36].[CH3:37][C:38](=[O:39])[OH:40].[CH3:3][O:4][C:5]1([CH3:15])[O:6][c:7]2[c:8]([cH:10][cH:11][cH:12][c:13]2[OH:14])[O:9]1.[Cl:18][CH2:19][c:20]1[cH:21][cH:22][cH:23][cH:24][cH:25]1.[H-:1].[H:16][H:17].[Na+:2]>>[CH3:3][O:4][C:5]1([CH3:15])[O:6][c:7]2[c:8]([cH:10][cH:11][cH:12][c:13]2[O:14][CH2:19][c:20]2[cH:21][cH:22][cH:23][cH:24][cH:25]2)[O:9]1. Reactants: C1(=CC=CC=C1)NC(=O)OCC (phenylurethane), ClCCCl (1,2-dichloroethane), F[N+]1=C(C=CC=C1S(=O)(=O)[O-])Cl (N-fluoro-2-chloropyridinium-6-sulfonate). As a reaction SMILES: C1(NC(OCC)=O)C=CC=CC=1.ClCCCl.F[N+:18]1[C:23]([S:24]([O-:27])(=[O:26])=[O:25])=[CH:22][CH:21]=[CH:20][C:19]=1[Cl:28]>O>[Cl:28][C:19]1[CH:20]=[CH:21][CH:22]=[C:23]([S:24]([OH:27])(=[O:26])=[O:25])[N:18]=1. Yields the product ClC1=NC(=CC=C1)S(=O)(=O)O (2-Chloropyridine-6-sulfonic acid). The solvent is O (water). Procedure: A 25 ml egg-plant type flask was flushed with argon, and 85.9 mg (0.52 mmol) of phenylurethane, 2 ml of dry 1,2-dichloroethane and 110.2 mg (0.52 mmol) of N-fluoro-2-chloropyridinium-6-sulfonate were charged. The flask was immersed in an oil bath of 80° C. and heated for 72 hours. Then, 20 ml of water was added thereto, and the mixture was extracted with methylene chloride (20 ml×3 times). 2-Chloropyridine-6-sulfonic acid formed after the reaction was all transferred to the aqueous layer. The or... Starting materials: C(C)N(CCCN1N=C(C2=CC(=CC=C12)I)NCCCN(CC)CC)CC (1-(3-diethylaminopropyl)-3-(3-diethylaminopropylamino)-5-iodoindazole), Cl (hydrogen chloride), C(C)OCC (diethyl ether). Run in C(C)O (ethyl alcohol). The product is Cl.Cl.C(C)N(CCCN1N=C(C2=CC(=CC=C12)I)NCCCN(CC)CC)CC (1-(3-diethylaminopropyl)-3-(3-diethylaminopropylamino)-5-iodoindazole dihydrochloride). RXN SMILES: [CH2:1]([N:3]([CH2:26][CH3:27])[CH2:4][CH2:5][CH2:6][N:7]1[C:15]2[C:10](=[CH:11][C:12]([I:16])=[CH:13][CH:14]=2)[C:9]([NH:17][CH2:18][CH2:19][CH2:20][N:21]([CH2:24][CH3:25])[CH2:22][CH3:23])=[N:8]1)[CH3:2].[ClH:28].C(OCC)C>C(O)C>[ClH:28].[ClH:28].[CH2:26]([N:3]([CH2:1][CH3:2])[CH2:4][CH2:5][CH2:6][N:7]1[C:15]2[C:10](=[CH:11][C:12]([I:16])=[CH:13][CH:14]=2)[C:9]([NH:17][CH2:18][CH2:19][CH2:20][N:21]([CH2:22][CH3:23])[CH2:24][CH3:25])=[N:8]1)[CH3:27] |f:4.5.6|. Reported procedure: In 50 ml of absolute ethyl alcohol was dissolved 4.0 g of the 1-(3-diethylaminopropyl)-3-(3-diethylaminopropylamino)-5-iodoindazole, and into the solution was introduced dried hydrogen chloride gas under cooling with ice. Then to the solution was added anhydrous diethyl ether to separate crystals. The crystals were obtained by filtration and dried to give 1-(3-diethylaminopropyl)-3-(3-diethylaminopropylamino)-5-iodoindazole dihydrochloride having the following analytical value. Starting materials: [OH-].[K+] (Potassium hydroxide), CC1=NN(C(N1)=O)C1=CC=C(C=C1)SC=1C=C(C=CC1)C1(CCOCC1)C(=O)N (4-(3-{[4-(3-methyl-5-oxo-4,5-dihydro-1H-1,2,4-triazol-1-yl)phenyl]thio}phenyl)tetrahydro-2H-pyran-4-carboxamide). Run in CO (methanol), O1CCCC1 (tetrahydrofuran). The product is CC1=NN(C(N1)=O)C1=CC=C(C=C1)SC=1C=C(C=CC1)C1(CCOCC1)C(=O)O (4-(3-{[4-(3-methyl-5-oxo-4,5-dihydro-1H-1,2,4-triazol-1-yl)phenyl]thio}phenyl)tetrahydro-2H-pyran-4-carboxylic acid). RXN SMILES: [OH-:1].[K+].[CH3:3][C:4]1[NH:8][C:7](=[O:9])[N:6]([C:10]2[CH:15]=[CH:14][C:13]([S:16][C:17]3[CH:18]=[C:19]([C:23]4([C:29](N)=[O:30])[CH2:28][CH2:27][O:26][CH2:25][CH2:24]4)[CH:20]=[CH:21][CH:22]=3)=[CH:12][CH:11]=2)[N:5]=1>CO.O1CCCC1>[CH3:3][C:4]1[NH:8][C:7](=[O:9])[N:6]([C:10]2[CH:15]=[CH:14][C:13]([S:16][C:17]3[CH:18]=[C:19]([C:23]4([C:29]([OH:1])=[O:30])[CH2:24][CH2:25][O:26][CH2:27][CH2:28]4)[CH:20]=[CH:21][CH:22]=3)=[CH:12][CH:11]=2)[N:5]=1 |f:0.1|. Reported procedure: Potassium hydroxide (3.0 mmol) is added to a solution of 4-(3-{[4-(3-methyl-5-oxo-4,5-dihydro-1H-1,2,4-triazol-1-yl)phenyl]thio}phenyl)tetrahydro-2H-pyran-4-carboxamide (1.0 mmol) (example 10) in methanol and tetrahydrofuran (1:2) and the reaction mixture is refluxed for about 18 hours. The solvent is evaporated under vacuum. A small amount of water and concentrated hydrochloric acid are added to the residue to separate out the title compound.